From a dataset of the Open Reaction Database (ORD), a public repository of structured organic reaction records. describe an organic reaction: reactants, conditions, products, and yield Reactants: BrN1C(CCC1=O)=O (N-bromosuccinimide), C(C1=CC=CC=C1)(=O)OOC(C1=CC=CC=C1)=O (benzoyl peroxide), ClC=1SC=C(N1)C=1C=C(C=CC1)C (2-chloro-4-(3-tolyl)thiazole). The solvent is C(Cl)(Cl)(Cl)Cl (carbon tetrachloride), ClCCCl (1,2-dichloroethane). Conditions: time 3 hour. The product is BrCC=1C=C(C=CC1)C=1N=C(SC1)Cl (4-(3-bromomethylphenyl)-2-chlorothiazole). RXN SMILES: [Cl:1][C:2]1[S:3][CH:4]=[C:5]([C:7]2[CH:8]=[C:9]([CH3:13])[CH:10]=[CH:11][CH:12]=2)[N:6]=1.[Br:14]N1C(=O)CCC1=O.C(OOC(=O)C1C=CC=CC=1)(=O)C1C=CC=CC=1>C(Cl)(Cl)(Cl)Cl.ClCCCl>[Br:14][CH2:13][C:9]1[CH:8]=[C:7]([C:5]2[N:6]=[C:2]([Cl:1])[S:3][CH:4]=2)[CH:12]=[CH:11][CH:10]=1. Procedure details: 600 mg of 2-chloro-4-(3-tolyl)thiazole was dissolved in a mixture of 8 ml of carbon tetrachloride and 2 ml of 1,2-dichloroethane. N-bromosuccinimide (511 mg) and 3 mg of benzoyl peroxide were added, and the mixture refluxed with stirring for 3 hours. After cooling, the precipitate was separated from the reaction mixture by filtration. It was washed with an aqueous solution of sodium hydrogen carbonate, and the solvent was evaporated under reduced pressure to give 4-(3-bromomethylphenyl)-2-chloro... Starting materials: CC1=CC=C(C=C1)S(=O)(=O)OC[C@H]1COC=2C(=C3C=CC(=NC3=CC2)C)O1 ((2R)-8-Methyl-2,3-dihydro[1,4]dioxino[2,3-f]quinolin-2-ylmethyl 4-methylbenzenesulfonate), CC=1C=C2C(=CNC2=CC1)C=1CCNCC1 (5-methyl-3-(1,2,3,6-tetrahydro-4-pyridinyl)-1H-indole). Solvent: CS(=O)C (DMSO). Conditions: temperature 75 celsius. Product: CC=1C=C2C(=CNC2=CC1)C=1CCN(CC1)CC1COC=2C(=C3C=CC(=NC3=CC2)C)O1 (2-[4-(5-Methyl-1H-indol-3-yl)-3,6-dihydro-2H-pyridin-1-ylmethyl]-8-methyl-2,3-dihydro[1,4]dioxino[2,3-f]quinoline), hydrate. Reaction SMILES: CC1C=CC(S(O[CH2:12][C@@H:13]2[O:27][C:17]3=[C:18]4[C:23](=[CH:24][CH:25]=[C:16]3[O:15][CH2:14]2)[N:22]=[C:21]([CH3:26])[CH:20]=[CH:19]4)(=O)=O)=CC=1.[CH3:28][C:29]1[CH:30]=[C:31]2[C:35](=[CH:36][CH:37]=1)[NH:34][CH:33]=[C:32]2[C:38]1[CH2:39][CH2:40][NH:41][CH2:42][CH:43]=1>CS(C)=O>[CH3:28][C:29]1[CH:30]=[C:31]2[C:35](=[CH:36][CH:37]=1)[NH:34][CH:33]=[C:32]2[C:38]1[CH2:39][CH2:40][N:41]([CH2:12][CH:13]2[O:27][C:17]3=[C:18]4[C:23](=[CH:24][CH:25]=[C:16]3[O:15][CH2:14]2)[N:22]=[C:21]([CH3:26])[CH:20]=[CH:19]4)[CH2:42][CH:43]=1. Procedure details: (2R)-8-Methyl-2,3-dihydro[1,4]dioxino[2,3-f]quinolin-2-ylmethyl 4-methylbenzenesulfonate (0.55 g, 1.4 mmole) and 5-methyl-3-(1,2,3,6-tetrahydro-4-pyridinyl)-1H-indole (0.80 g, 3.8 mmole) were combined in 10 mL of DMSO. The mixture was heated at 70-80 ° C. under nitrogen for 6 hours. After cooling to room temperature, the mixture was partitioned between 400 mL each of ethyl acetate and saturated aqueous sodium bicarbonate. The organic phase was removed, washed with saturated brine, dried over mag... Reactants: CC1S[C@H]2N(C(=C1)C(=O)OCC(Cl)(Cl)Cl)C(C2NC(CC(CBr)=O)=O)=O (2,2,2-trichloroethyl 2-methyl-7-(3-oxo-4-bromobutyramido)-3-cephem-4-carboxylate), O.N(=O)[O-].[Na+] (sodium nitrite hydrate). Run in C(C)(=O)O (acetic acid), O (water), O (water). Yields the product CC1S[C@H]2N(C(=C1)C(=O)OCC(Cl)(Cl)Cl)C(C2NC(C(C(CBr)=O)=NO)=O)=O (2,2,2-trichloroethyl 2-methyl-7-(2-hydroxyimino-3-oxo-4-bromobutyramido)-3-cephem-4-carboxylate). RXN SMILES: [CH3:1][CH:2]1[CH:7]=[C:6]([C:8]([O:10][CH2:11][C:12]([Cl:15])([Cl:14])[Cl:13])=[O:9])[N:5]2[C:16](=[O:26])[CH:17]([NH:18][C:19](=[O:25])[CH2:20][C:21](=[O:24])[CH2:22][Br:23])[C@H:4]2[S:3]1.O.[N:28]([O-])=[O:29].[Na+]>C(O)(=O)C.O>[CH3:1][CH:2]1[CH:7]=[C:6]([C:8]([O:10][CH2:11][C:12]([Cl:13])([Cl:15])[Cl:14])=[O:9])[N:5]2[C:16](=[O:26])[CH:17]([NH:18][C:19](=[O:25])[C:20](=[N:28][OH:29])[C:21](=[O:24])[CH2:22][Br:23])[C@H:4]2[S:3]1 |f:1.2.3|. Reported procedure: To a solution of 2,2,2-trichloroethyl 2-methyl-7-(3-oxo-4-bromobutyramido)-3-cephem-4-carboxylate (2.54 g.) in glacial acetic acid (25 ml.) was added dropwise a solution of sodium nitrite hydrate (0.33 g.) in water (1 ml.) over 3 minutes with stirring at 10° to 15° C., and then the mixture was stirred for 1 hour at the same temperature. After the reaction mixture was poured into cold water (70 ml.), the precipitates were collected by filtration and then dried to give brown powder of 2,2,2-trichl... Starting materials: ClC1=NC(=CC2=CC=CC=C12)NC1=NNC=C1 ((1-chloro-isoquinolin-3-yl)-(1H-pyrazol-3-yl)-amine), CC=1C(=CSC1)B(O)O (4-methyl-3-thiopheneboronic acid). Yields the product CC=1C(=CSC1)C1=NC(=CC2=CC=CC=C12)NC1=NNC=C1 ([1-(4-methyl-thiophen-3-yl)-isoquinolin-3-yl]-(1H-pyrazol-3-yl)-amine). Reaction SMILES: Cl[C:2]1[C:11]2[C:6](=[CH:7][CH:8]=[CH:9][CH:10]=2)[CH:5]=[C:4]([NH:12][C:13]2[CH:17]=[CH:16][NH:15][N:14]=2)[N:3]=1.[CH3:18][C:19]1[C:20](B(O)O)=[CH:21][S:22][CH:23]=1>>[CH3:18][C:19]1[C:20]([C:2]2[C:11]3[C:6](=[CH:7][CH:8]=[CH:9][CH:10]=3)[CH:5]=[C:4]([NH:12][C:13]3[CH:17]=[CH:16][NH:15][N:14]=3)[N:3]=2)=[CH:21][S:22][CH:23]=1. Reported procedure: Similar procedure as described in example 131 was used, starting from (1-chloro-isoquinolin-3-yl)-(1H-pyrazol-3-yl)-amine and 4-methyl-3-thiopheneboronic acid to give [1-(4-methyl-thiophen-3-yl)-isoquinolin-3-yl]-(1H-pyrazol-3-yl)-amine. LC-MS m/e 307(MH+).